From a dataset of the Open Reaction Database (ORD), a public repository of structured organic reaction records. describe an organic reaction: reactants, conditions, products, and yield The reactants are COC(C1=C(C=CC=C1)OCCOC)=O (Methyl-2-(2-Methoxy-ethoxy)-benzoate), Cl (HCl). Solvent: [OH-].[K+] (potassium hydroxide), O (water). Run at time 6 hour. The product is COCCOC1=C(C(=O)O)C=CC=C1 (2-(2-Methoxy-ethoxy)-benzoic acid). Isolated yield 98.0%. As a reaction SMILES: C[O:2][C:3](=[O:15])[C:4]1[CH:9]=[CH:8][CH:7]=[CH:6][C:5]=1[O:10][CH2:11][CH2:12][O:13][CH3:14].Cl>[OH-].[K+].O>[CH3:14][O:13][CH2:12][CH2:11][O:10][C:5]1[CH:6]=[CH:7][CH:8]=[CH:9][C:4]=1[C:3]([OH:15])=[O:2] |f:2.3|. Procedure details: A mixture of the product of Example 25A (0.27 g, 1.3 mmol) in 40% aqueous potassium hydroxide was stirred for 6 hours. The mixture was then diluted with water, made slightly acidic by the addition of 2 N aqueous HCl, and then extracted three times with ethyl acetate. The combined organic extracts were dried over magnesium sulfate, filtered, and concentrated under reduced pressure to afford 0.25 g of the title compound. The reactants are C1(=CC=CC=C1)/C=C/C=1OC=C(N1)COC1=CC=C(C=C1)CCCCCCO (6-[4-[2-[(E)-2-phenylethenyl]-4-oxazolyl methoxy]phenyl]hexanol), CS(=O)(=O)Cl (methanesulfonyl chloride). Yields the product CS(=O)(=O)OCCCCCCC1=CC=C(C=C1)OCC=1N=C(OC1)\C=C\C1=CC=CC=C1 (6-[4-[2-[(E)-2-phenyl ethenyl]-4-oxazolylmethoxy]phenyl]hexyl methanesulfonate). Yield: 97.0%. RXN SMILES: [C:1]1(/[CH:7]=[CH:8]/[C:9]2[O:10][CH:11]=[C:12]([CH2:14][O:15][C:16]3[CH:21]=[CH:20][C:19]([CH2:22][CH2:23][CH2:24][CH2:25][CH2:26][CH2:27][OH:28])=[CH:18][CH:17]=3)[N:13]=2)[CH:6]=[CH:5][CH:4]=[CH:3][CH:2]=1.[CH3:29][S:30](Cl)(=[O:32])=[O:31]>>[CH3:29][S:30]([O:28][CH2:27][CH2:26][CH2:25][CH2:24][CH2:23][CH2:22][C:19]1[CH:18]=[CH:17][C:16]([O:15][CH2:14][C:12]2[N:13]=[C:9](/[CH:8]=[CH:7]/[C:1]3[CH:2]=[CH:3][CH:4]=[CH:5][CH:6]=3)[O:10][CH:11]=2)=[CH:21][CH:20]=1)(=[O:32])=[O:31]. Procedure details: In substantially the same manner as in Reference Example 12, 6-[4-[2-[(E)-2-phenylethenyl]-4-oxazolyl methoxy]phenyl]hexanol was allowed to react with methanesulfonyl chloride to give 6-[4-[2-[(E)-2-phenyl ethenyl]-4-oxazolylmethoxy]phenyl]hexyl methanesulfonate. The yield was 97%. Recrystallization from ethyl acetate-hexane gave colorless prisms, mp 88-89° C. Starting materials: BrCCBr, CCCC[N+](CCCC)(CCCC)CCCC, ClCCl, [Na+], [OH-], O=c1n(-c2ccc(O)cc2)ccn1-c1ccc(Oc2ccccc2)cc1, O=S(=O)([O-])O. The product is O=c1n(-c2ccc(OCCBr)cc2)ccn1-c1ccc(Oc2ccccc2)cc1. Reaction SMILES: [Br:32][CH2:33][CH2:34][Br:35].[CH2:41]([N+:42]([CH2:43][CH2:44][CH2:45][CH3:46])([CH2:47][CH2:48][CH2:49][CH3:50])[CH2:51][CH2:52][CH2:53][CH3:54])[CH2:55][CH2:56][CH3:57].[Cl:29][CH2:30][Cl:31].[Na+:28].[OH-:27].[OH:1][c:2]1[cH:3][cH:4][c:5](-[n:8]2[c:9](=[O:26])[n:10](-[c:13]3[cH:14][cH:15][c:16]([O:19][c:20]4[cH:21][cH:22][cH:23][cH:24][cH:25]4)[cH:17][cH:18]3)[cH:11][cH:12]2)[cH:6][cH:7]1.[S:36]([O-:37])([OH:38])(=[O:39])=[O:40]>>[O:1]([c:2]1[cH:3][cH:4][c:5](-[n:8]2[c:9](=[O:26])[n:10](-[c:13]3[cH:14][cH:15][c:16]([O:19][c:20]4[cH:21][cH:22][cH:23][cH:24][cH:25]4)[cH:17][cH:18]3)[cH:11][cH:12]2)[cH:6][cH:7]1)[CH2:34][CH2:33][Br:32]. The product is FC1=CC=C(C=C1)N1N=CC2=CC(=CC=C12)O[C@@H]([C@H](C)NC(CC1=CC=CC=C1)=O)C1=CC=CC=C1 (N-[(1R,2S)-1-[1-(4-fluorophenyl)indazol-5-yl]oxy-1-phenyl-propan-2-yl]-2-phenyl-acetamide). Reactants: FC1=CC=C(C=C1)N1N=CC2=CC(=CC=C12)O[C@H]([C@@H](C)N)C1=CC=CC=C1 ((1S,2R)-1-{[1-(4-fluorophenyl)-1H-indazol-5-yl]oxy}-1-phenylpropan-2-amine), C1(=CC=CC=C1)CC(=O)Cl (phenylacetyl chloride). Reaction SMILES: [F:1][C:2]1[CH:7]=[CH:6][C:5]([N:8]2[C:16]3[C:11](=[CH:12][C:13]([O:17][C@@H:18]([C:22]4[CH:27]=[CH:26][CH:25]=[CH:24][CH:23]=4)[C@H:19]([NH2:21])[CH3:20])=[CH:14][CH:15]=3)[CH:10]=[N:9]2)=[CH:4][CH:3]=1.[C:28]1([CH2:34][C:35](Cl)=[O:36])[CH:33]=[CH:32][CH:31]=[CH:30][CH:29]=1>>[F:1][C:2]1[CH:3]=[CH:4][C:5]([N:8]2[C:16]3[C:11](=[CH:12][C:13]([O:17][C@H:18]([C:22]4[CH:23]=[CH:24][CH:25]=[CH:26][CH:27]=4)[C@@H:19]([NH:21][C:35](=[O:36])[CH2:34][C:28]4[CH:33]=[CH:32][CH:31]=[CH:30][CH:29]=4)[CH3:20])=[CH:14][CH:15]=3)[CH:10]=[N:9]2)=[CH:6][CH:7]=1. Procedure details: Prepared as described in Example 1 using (1S,2R)-1-{[1-(4-fluorophenyl)-1H-indazol-5-yl]oxy}-1-phenylpropan-2-amine (1a, 18 mg, 50 μmol) and phenylacetyl chloride (23 mg, 150 μmol). Yield 22 mg (80%). The reactants are CC(=O)O[BH-](OC(C)=O)OC(C)=O, CCCN(CC1CC1)c1cc(C(=O)Nc2ccc(C=O)cc2C)ncn1, ClCCl, OC1CCNC1, [Na+]. Product: CCCN(CC1CC1)c1cc(C(=O)Nc2ccc(CN3CCC(O)C3)cc2C)ncn1. RXN SMILES: [C:33]([O:34][BH-:35]([O:36][C:37](=[O:38])[CH3:39])[O:40][C:41](=[O:42])[CH3:43])(=[O:44])[CH3:45].[CH:7]1([CH2:10][N:11]([c:12]2[cH:13][c:14]([C:18](=[O:19])[NH:20][c:21]3[c:22]([CH3:29])[cH:23][c:24]([CH:27]=[O:28])[cH:25][cH:26]3)[n:15][cH:16][n:17]2)[CH2:30][CH2:31][CH3:32])[CH2:8][CH2:9]1.[Cl:47][CH2:48][Cl:49].[NH:1]1[CH2:2][CH:3]([OH:6])[CH2:4][CH2:5]1.[Na+:46]>>[N:1]1([CH2:27][c:24]2[cH:23][c:22]([CH3:29])[c:21]([NH:20][C:18]([c:14]3[cH:13][c:12]([N:11]([CH2:10][CH:7]4[CH2:8][CH2:9]4)[CH2:30][CH2:31][CH3:32])[n:17][cH:16][n:15]3)=[O:19])[cH:26][cH:25]2)[CH2:2][CH:3]([OH:6])[CH2:4][CH2:5]1. Starting materials: BrC1=CC=C(C=C1)CCO (2-(4-bromophenyl)ethanol), C(#N)C=1C=C(C=CC1)B(O)O (3-cyanophenylboronic acid), C([O-])([O-])=O.[K+].[K+] (potassium carbonate). Reagents/catalysts: [Br-].C(CCC)[N+](CCCC)(CCCC)CCCC (tetran-butylammonium bromide), C(C)(=O)[O-].C(C)(=O)[O-].[Pd+2] (palladium diacetate). Solvent: O (water), O (water). Run at temperature 100 celsius. Product: OCCC1=CC=C(C=C1)C1=CC(=CC=C1)C#N (4′-(2-hydroxyethyl)-3-biphenylcarbonitrile). The yield is 87.1%. RXN SMILES: Br[C:2]1[CH:7]=[CH:6][C:5]([CH2:8][CH2:9][OH:10])=[CH:4][CH:3]=1.[C:11]([C:13]1[CH:14]=[C:15](B(O)O)[CH:16]=[CH:17][CH:18]=1)#[N:12].C(=O)([O-])[O-].[K+].[K+]>[Br-].C([N+](CCCC)(CCCC)CCCC)CCC.O.C([O-])(=O)C.C([O-])(=O)C.[Pd+2]>[OH:10][CH2:9][CH2:8][C:5]1[CH:6]=[CH:7][C:2]([C:17]2[CH:16]=[CH:15][CH:14]=[C:13]([C:11]#[N:12])[CH:18]=2)=[CH:3][CH:4]=1 |f:2.3.4,5.6,8.9.10|. Reported procedure: A mixture of 3 g (14.92 mmol) of 2-(4-bromophenyl)ethanol, 2.85 g (19.40 mmol) of 3-cyanophenylboronic acid, 5.15 g (37.30 mmol) of potassium carbonate, 4.81 g (14.92 mmol) of tetran-butylammonium bromide and 0.067 g (0.30 mmol) of palladium diacetate in 15 ml of water is heated at 100° C. under an argon atmosphere overnight. It is cooled to ambient temperature, diluted with water and extracted with ethyl acetate. The organic phase is dried over sodium sulphate and evaporated. It is subsequently...